From a dataset of the Open Reaction Database (ORD), a public repository of structured organic reaction records. describe an organic reaction: reactants, conditions, products, and yield Reactants: COC(=O)c1cccc(NC(=O)NCC(=O)N2C(C(=O)OC(C)(C)C)CC(C(=O)Nc3ccccc3)C2c2ccccc2)c1, CO, [K+], [OH-], O. Product: CC(C)(C)OC(=O)C1CC(C(=O)Nc2ccccc2)C(c2ccccc2)N1C(=O)CNC(=O)Nc1cccc(C(=O)O)c1. As a reaction SMILES: [CH3:1][O:2][C:3](=[O:4])[c:5]1[cH:6][c:7]([NH:11][C:12]([NH:13][CH2:14][C:15](=[O:16])[N:17]2[CH:18]([C:37](=[O:38])[O:39][C:40]([CH3:41])([CH3:42])[CH3:43])[CH2:19][CH:20]([C:28]([NH:29][c:30]3[cH:31][cH:32][cH:33][cH:34][cH:35]3)=[O:36])[CH:21]2[c:22]2[cH:23][cH:24][cH:25][cH:26][cH:27]2)=[O:44])[cH:8][cH:9][cH:10]1.[CH3:46][OH:47].[K+:49].[OH-:48].[OH2:45]>>[O:2]=[C:3]([OH:4])[c:5]1[cH:6][c:7]([NH:11][C:12]([NH:13][CH2:14][C:15](=[O:16])[N:17]2[CH:18]([C:37](=[O:38])[O:39][C:40]([CH3:41])([CH3:42])[CH3:43])[CH2:19][CH:20]([C:28]([NH:29][c:30]3[cH:31][cH:32][cH:33][cH:34][cH:35]3)=[O:36])[CH:21]2[c:22]2[cH:23][cH:24][cH:25][cH:26][cH:27]2)=[O:44])[cH:8][cH:9][cH:10]1.